This data is from the Open Reaction Database (ORD), a public repository of structured organic reaction records. The task is: describe an organic reaction: reactants, conditions, products, and yield Starting materials: ClC1=C(C=NC2=C(C=CC=C12)C(F)(F)F)C(=O)C1=CC=CC=C1 ((4-chloro-8-trifluoromethyl-quinoline-3-yl)-phenyl-methanone), C(C)O (ethanol), FC=1C=C(C=C(C1)F)B(O)O (3,5-difluorophenyl boronic acid), C([O-])([O-])=O.[Na+].[Na+] (sodium carbonate). Reagents/catalysts: [Pd].C1(=CC=CC=C1)P(C1=CC=CC=C1)C1=CC=CC=C1.C1(=CC=CC=C1)P(C1=CC=CC=C1)C1=CC=CC=C1.C1(=CC=CC=C1)P(C1=CC=CC=C1)C1=CC=CC=C1.C1(=CC=CC=C1)P(C1=CC=CC=C1)C1=CC=CC=C1 (tetrakis(triphenylphosphine) palladium). Solvent: O (water), C(OC)COC (glyme). Yields the product FC=1C=C(C=C(C1)F)C1=C(C=NC2=C(C=CC=C12)C(F)(F)F)C(=O)C1=CC=CC=C1 ([4-(3,5-DIFLUOROPHENYL)-8-(TRIFLUOROMETHYL)QUINOLIN-3-YL](PHENYL)METHANONE). Yield: 47.5%. As a reaction SMILES: Cl[C:2]1[C:11]2[C:6](=[C:7]([C:12]([F:15])([F:14])[F:13])[CH:8]=[CH:9][CH:10]=2)[N:5]=[CH:4][C:3]=1[C:16]([C:18]1[CH:23]=[CH:22][CH:21]=[CH:20][CH:19]=1)=[O:17].[F:24][C:25]1[CH:26]=[C:27](B(O)O)[CH:28]=[C:29]([F:31])[CH:30]=1.C(=O)([O-])[O-].[Na+].[Na+].C(O)C>O.C(COC)OC.[Pd].C1(P(C2C=CC=CC=2)C2C=CC=CC=2)C=CC=CC=1.C1(P(C2C=CC=CC=2)C2C=CC=CC=2)C=CC=CC=1.C1(P(C2C=CC=CC=2)C2C=CC=CC=2)C=CC=CC=1.C1(P(C2C=CC=CC=2)C2C=CC=CC=2)C=CC=CC=1>[F:24][C:25]1[CH:26]=[C:27]([C:2]2[C:11]3[C:6](=[C:7]([C:12]([F:15])([F:14])[F:13])[CH:8]=[CH:9][CH:10]=3)[N:5]=[CH:4][C:3]=2[C:16]([C:18]2[CH:23]=[CH:22][CH:21]=[CH:20][CH:19]=2)=[O:17])[CH:28]=[C:29]([F:31])[CH:30]=1 |f:2.3.4,8.9.10.11.12|. Procedure details: To (4-chloro-8-trifluoromethyl-quinoline-3-yl)-phenyl-methanone (150 mg, 0.448 mmol), 3,5-difluorophenyl boronic acid (141 mg, 0.895 mmol), tetrakis(triphenylphosphine) palladium (52 mg, 0.045 mmol), sodium carbonate (50 mg, 1.41 mmol) in water (750 ml), glyme (2 ml), and ethanol (350 ml), was subjected to micro wave conditions (140° C., 300 watts, 300 sec.). The resulting dark red-brown mixture was filtered concentration in vacuo. Reverse phase gradient HPLC (CH3CN, H2O) afforded the title comp...